Dataset: the Open Reaction Database (ORD), a public repository of structured organic reaction records. Task: describe an organic reaction: reactants, conditions, products, and yield Reactants: COC(C(C(C1=CC(=CC=C1)Cl)Cl)=O)=O (3-chloro-3-(3-chloro-phenyl)-2-oxo-propionic acid methyl ester), C(C)(=S)N (thioacetamide). The product is COC(=O)C=1N=C(SC1C1=CC(=CC=C1)Cl)C (5-(3-Chloro-phenyl)-2-methyl-thiazole-4-carboxylic acid methyl ester). RXN SMILES: [CH3:1][O:2][C:3](=[O:15])[C:4](=O)[CH:5](Cl)[C:6]1[CH:11]=[CH:10][CH:9]=[C:8]([Cl:12])[CH:7]=1.[C:16]([NH2:19])(=[S:18])[CH3:17]>>[CH3:1][O:2][C:3]([C:4]1[N:19]=[C:16]([CH3:17])[S:18][C:5]=1[C:6]1[CH:11]=[CH:10][CH:9]=[C:8]([Cl:12])[CH:7]=1)=[O:15]. Reported procedure: prepared by reaction of 3-chloro-3-(3-chloro-phenyl)-2-oxo-propionic acid methyl ester with thioacetamide. LC-MS: tR=0.95 min; [M+H]+=268.0. Starting materials: solid, Cl.O1COC2=C1C=CC=C2C2CCN(CC2)CC[C@@H]2CC[C@H](CC2)N (Trans-4-[2-(4-Benzo[1,3]dioxol-4-yl-piperidin-1-yl)-ethyl]-cyclohexylamine hydrochloride), Cl.O1COC2=C1C=CC=C2C2CCN(CC2)CC[C@@H]2CC[C@H](CC2)N (Trans-4-[2-(4-Benzo[1,3]dioxol-4-yl-piperidin-1-yl)-ethyl]-cyclohexylamine hydrochloride), FC(C(C(=O)O)O)(F)F (3,3,3-trifluoro-2-hydroxypropanoic acid). Product: O1COC2=C1C=CC=C2C2CCN(CC2)CC[C@@H]2CC[C@H](CC2)NC(C(C(F)(F)F)O)=O (Trans-N-{4-[2-(4-Benzo[1,3]dioxol-4-yl-piperidin-1-yl)-ethyl]-cyclohexyl}-3,3,3-trifluoro-2-hydroxy-propionamide). Reaction SMILES: Cl.[O:2]1[C:6]2[CH:7]=[CH:8][CH:9]=[C:10]([CH:11]3[CH2:16][CH2:15][N:14]([CH2:17][CH2:18][C@H:19]4[CH2:24][CH2:23][C@H:22]([NH2:25])[CH2:21][CH2:20]4)[CH2:13][CH2:12]3)[C:5]=2[O:4][CH2:3]1.[F:26][C:27]([F:34])([F:33])[CH:28]([OH:32])[C:29](O)=[O:30]>>[O:2]1[C:6]2[CH:7]=[CH:8][CH:9]=[C:10]([CH:11]3[CH2:16][CH2:15][N:14]([CH2:17][CH2:18][C@H:19]4[CH2:20][CH2:21][C@H:22]([NH:25][C:29](=[O:30])[CH:28]([OH:32])[C:27]([F:34])([F:33])[F:26])[CH2:23][CH2:24]4)[CH2:13][CH2:12]3)[C:5]=2[O:4][CH2:3]1 |f:0.1|. Procedure details: The title compound, white solid (6.2 mg, 17%), MS (ISP) m/z=457.4 [(M+H)+], was prepared in accordance with the general method of example 1 from Trans-4-[2-(4-Benzo[1,3]dioxol-4-yl-piperidin-1-yl)-ethyl]-cyclohexylamine hydrochloride (intermediate A) (29.4 mg, 0.080 mmol) and 3,3,3-trifluoro-2-hydroxypropanoic acid Starting materials: COC(=O)c1c(Br)cncc1Nc1ccccc1F, CCOC(C)=O, OB(O)c1ccccc1Cl, [K+], [K+], O=C([O-])[O-], CC(=O)[O-], CC(=O)[O-], C1COCCO1, O, [Pd+2]. Product: COC(=O)c1c(Nc2ccccc2F)cncc1-c1ccccc1Cl. RXN SMILES: [CH3:1][O:2][C:3]([c:4]1[c:5]([Br:18])[cH:6][n:7][cH:8][c:9]1[NH:10][c:11]1[c:12]([F:17])[cH:13][cH:14][cH:15][cH:16]1)=[O:19].[CH3:43][CH2:44][O:45][C:46]([CH3:47])=[O:48].[Cl:20][c:21]1[c:22]([B:27]([OH:28])[OH:29])[cH:23][cH:24][cH:25][cH:26]1.[K+:30].[K+:31].[O-:32][C:33]([O-:34])=[O:35].[O-:50][C:51]([CH3:52])=[O:53].[O-:54][C:55]([CH3:56])=[O:57].[O:36]1[CH2:37][CH2:38][O:39][CH2:40][CH2:41]1.[OH2:42].[Pd+2:49]>>[CH3:1][O:2][C:3]([c:4]1[c:5](-[c:22]2[c:21]([Cl:20])[cH:26][cH:25][cH:24][cH:23]2)[cH:6][n:7][cH:8][c:9]1[NH:10][c:11]1[c:12]([F:17])[cH:13][cH:14][cH:15][cH:16]1)=[O:19]. Reactants: OC(C1=CC=CC=C1)P(OCC)(OCC)=O ((α-Hydroxybenzyl)phosphonic acid, diethyl ester), S(=O)(Cl)Cl (thionyl chloride). Reaction conditions: time 16 hour. The product is ClC(C1=CC=CC=C1)P(OCC)(OCC)=O ((α-Chlorobenzyl)phosphonic acid, diethyl ester). Isolated yield 66.2%. Reaction SMILES: O[CH:2]([P:9](=[O:16])([O:13][CH2:14][CH3:15])[O:10][CH2:11][CH3:12])[C:3]1[CH:8]=[CH:7][CH:6]=[CH:5][CH:4]=1.S(Cl)([Cl:19])=O>>[Cl:19][CH:2]([P:9](=[O:16])([O:13][CH2:14][CH3:15])[O:10][CH2:11][CH3:12])[C:3]1[CH:8]=[CH:7][CH:6]=[CH:5][CH:4]=1. Procedure: A solution of Compound 19 (1.00 g, 0.0041M) in thionyl chloride (1.63 g, 0.014M) is allowed to stir at room temperature for 16 hours. The thionyl chloride is removed in vacuo and the crude is poured over ice-water. The aqueous is extracted with ether (2 times). The ether layer is washed with sodium bicarbonate (saturated solution) (2 times) and water. The organic layer is dried (Na2SO4), filtered and concentrated to obtain 0.712 g of a clear oil. The crude is chromatographed over flash silica ge... Reactants: S(=O)([O-])S(=O)[O-].[Na+].[Na+] (Sodium hydrosulphite), [O-][Si](=O)[O-].[Mg+2] (Florisil), CC1(OCC2C(O1)C=CCO2)C (2,2-dimethyl-4,4a,6,8a-tetrahydro-pyrano[3,2-d][1,3]dioxine), C[N+]1(CCOCC1)[O-] (NMO), C1CCOC1.C(C)(C)(C)O.O (THF tert-BuOH—H2O). Reagents/catalysts: O=[Os](=O)(=O)=O (OsO4). Run in O (H2O). Reaction conditions: time 5 minute. Yields the product CC1(OCC2C(O1)C(C(CO2)O)O)C (racemic (4aS,7R,8R,8aS)-2,2-dimethyl-hexahydro-pyrano[3,2-d][1,3]dioxine-7,8-diol). Reaction SMILES: [CH3:1][C:2]1([CH3:12])O[CH:6]2C=CC[O:11][CH:5]2[CH2:4][O:3]1.C[N+]1([O-])CC[O:17]CC1.S(S([O-])=O)([O-])=O.[Na+].[Na+].[O-][Si]([O-])=O.[Mg+2].C1COCC1.[C:39]([OH:43])([CH3:42])([CH3:41])C.[OH2:44]>O=[Os](=O)(=O)=O.O>[CH3:1][C:2]1([CH3:12])[O:3][CH:4]2[CH:41]([OH:17])[CH:39]([OH:43])[CH2:42][O:11][CH:5]2[CH2:6][O:44]1 |f:2.3.4,5.6,7.8.9|. Procedure details: To a solution of 2,2-dimethyl-4,4a,6,8a-tetrahydro-pyrano[3,2-d][1,3]dioxine (50 mg, 0.29 mmol) in 4.5 mL of THF-tert-BuOH—H2O (1:3:0.5) was added NMO (45 mg, 0.32 mmol) and the solution was stirred for 5 min at ambient temperature. OsO4 (15 μL, 25 wt % in tert-BuOH) was added and the solution was stirred at ambient temperature for 4 days. Sodium hydrosulphite (0.2 g), Florisil (2.0 g) and H2O (5 ml) were added and the mixture was stirred for 30 minutes, wash with acetone (100 mL), filtered thro...